Dataset: the Open Reaction Database (ORD), a public repository of structured organic reaction records. Task: describe an organic reaction: reactants, conditions, products, and yield Starting materials: NC1=C(C(=O)NCCC)C=CC=C1 (2-amino-N-propylbenzamide), C(C1=CC=CC=C1)(=O)N=C=S (benzoylisothiocyanate). Solvent: CCOCC (ether), O1CCCC1 (tetrahydrofuran). Product: C(CC)NC(C1=CC=CC=C1)=O (N-propylbenzamide). Reaction SMILES: N[C:2]1[CH:13]=[CH:12][CH:11]=[CH:10][C:3]=1[C:4]([NH:6][CH2:7][CH2:8][CH3:9])=[O:5].C(N=C=S)(=O)C1C=CC=CC=1>O1CCCC1.CCOCC>[CH2:7]([NH:6][C:4](=[O:5])[C:3]1[CH:10]=[CH:11][CH:12]=[CH:13][CH:2]=1)[CH2:8][CH3:9]. Reported procedure: To 32.6 g of isatoic anhydride in 150 ml of isopropyl alcohol was added 25 ml of n-propylamine portionwise as the reaction was exothermic. Evaporation of the solution gave 30 g of 2-amino-N-propylbenzamide as colorless crystals, mp 100°-102° C. To a stirred solution of 25.0 g of 2-amino-N-propylbenzamide in 300 ml of tetrahydrofuran was added 22.9 g of benzoylisothiocyanate over 10 minutes. After 2 hours the mixture was diluted with 100 ml of ether and was filtered to give 30.7 g of 2-[[benzoyla... Reactants: OCC1=CNC2=C(C=CC(=C2C1=O)C)[N+](=O)[O-] (1,4-dihydro-3-hydroxymethyl-5-methyl-8-nitro-4-oxoquinoline), ClCCl (dichloromethane), S(=O)(Cl)Cl (thionyl chloride), ClCCl (dichloromethane). Reaction conditions: time 2 hour. Procedure: To a suspension of 1,4-dihydro-3-hydroxymethyl-5-methyl-8-nitro-4-oxoquinoline (1.12 g) in dichloromethane (10 ml) was dropwise added a solution of thionyl chloride (569 mg) in dichloromethane (5 ml) under ice-cooling, and the mixture was stirred for 1 hour at the same temperature and for 2 hours at ambient temperature. The mixture was concentrated in vacuo, suspended in dichloromethane-methanol and refluxed for 2 hours. The mixture was evaporated in vacuo, and the residue was recrystalized from... The product is COCC1=CNC2=C(C=CC(=C2C1=O)C)[N+](=O)[O-] (1,4-dihydro-3-methoxymethyl-5-methyl-8-nitro-4-oxoquinoline). RXN SMILES: [OH:1][CH2:2][C:3]1[C:12](=[O:13])[C:11]2[C:6](=[C:7]([N+:15]([O-:17])=[O:16])[CH:8]=[CH:9][C:10]=2[CH3:14])[NH:5][CH:4]=1.S(Cl)(Cl)=O.Cl[CH2:23]Cl>>[CH3:23][O:1][CH2:2][C:3]1[C:12](=[O:13])[C:11]2[C:6](=[C:7]([N+:15]([O-:17])=[O:16])[CH:8]=[CH:9][C:10]=2[CH3:14])[NH:5][CH:4]=1. Starting materials: [H-].[Na+] (sodium hydride), C(CC(=O)OCC)(=O)OCC (diethyl malonate), ICCOC(C)OCCI (bis(2-iodoethoxy)ethane). Run in O1CCCC1 (tetrahydrofuran). Product: C(=O)(OCC)C(CCOC(C)OCCC(C(=O)OCC)C(=O)OCC)C(=O)OCC (bis(3,3-dicarboethoxypropoxy)ethane), (EtO2C)2CHCH2CH2OCH2CH2 -OCH2CH2CH(CO2Et)2. Isolated yield 60.0%. Reaction SMILES: [H-].[Na+].[C:3]([O:11][CH2:12][CH3:13])(=[O:10])[CH2:4][C:5]([O:7][CH2:8][CH3:9])=[O:6].I[CH2:15][CH2:16][O:17][CH:18]([O:20][CH2:21][CH2:22]I)[CH3:19]>O1CCCC1>[C:3]([CH:4]([C:5]([O:7][CH2:8][CH3:9])=[O:6])[CH2:15][CH2:16][O:17][CH:18]([O:20][CH2:21][CH2:22][CH:4]([C:5]([O:7][CH2:8][CH3:9])=[O:6])[C:3]([O:11][CH2:12][CH3:13])=[O:10])[CH3:19])([O:11][CH2:12][CH3:13])=[O:10] |f:0.1|. Procedure: 5.28 g (0.11 mol) of sodium hydride was added to 50 ml of dry tetrahydrofuran, and to this solution was added dropwise a mixed solution of 17.6 g (0.11 mol) of diethyl malonate and 10.0 g (0.027 mol) of bis(2-iodoethoxy)ethane, followed by 2-hour reflux under heating. After the reaction, the most part of tetrahydrofuran was distilled off and the residue was added with 10 ml of water, neutralized by adding 1N hydrochloric acid and extracted three times with 50 ml of ether. After drying the extrac...